This data is from the Open Reaction Database (ORD), a public repository of structured organic reaction records. The task is: describe an organic reaction: reactants, conditions, products, and yield RXN SMILES: [CH:31]([Cl:32])([Cl:33])[Cl:34].[Cl:1][c:2]1[cH:3][cH:4][c:5]2[n:6]([OH:26])[c:7]3[c:12]([c:13](=[O:16])[c:14]2[cH:15]1)[C:11](=[O:17])[CH2:10][CH:9]([c:18]1[cH:19][c:20]([Cl:25])[c:21]([Cl:24])[cH:22][cH:23]1)[CH2:8]3.[P:27]([Cl:28])([Cl:29])[Cl:30]>>[Cl:1][c:2]1[cH:3][cH:4][c:5]2[nH:6][c:7]3[c:12]([c:13](=[O:16])[c:14]2[cH:15]1)[C:11](=[O:17])[CH2:10][CH:9]([c:18]1[cH:19][c:20]([Cl:25])[c:21]([Cl:24])[cH:22][cH:23]1)[CH2:8]3. Product: O=C1CC(c2ccc(Cl)c(Cl)c2)Cc2[nH]c3ccc(Cl)cc3c(=O)c21. Starting materials: ClC(Cl)Cl, O=C1CC(c2ccc(Cl)c(Cl)c2)Cc2c1c(=O)c1cc(Cl)ccc1n2O, ClP(Cl)Cl. The reactants are resin, solution, N(=NC(=O)OCC)C(=O)OCC (DEAD), ClC1=C2N=CNC2=NC(=N1)F (6-chloro-2-fluoro-9H-purine), C1(=CC=CC=C1)P(C1=CC=CC=C1)C1=CC=CC=C1 (triphenylphosphine). Solvent: C1CCOC1 (THF), C1CCOC1 (THF). Conditions: temperature 0 celsius, time 1.5 hour. Yields the product N1=CN=C2N=CNC2=C1 (Purine). Reaction SMILES: Cl[C:2]1[N:10]=[C:9](F)[N:8]=[C:7]2[C:3]=1[N:4]=[CH:5][NH:6]2.C1(P(C2C=CC=CC=2)C2C=CC=CC=2)C=CC=CC=1.N(C(OCC)=O)=NC(OCC)=O>C1COCC1>[N:10]1[CH:2]=[C:3]2[C:7]([N:6]=[CH:5][NH:4]2)=[N:8][CH:9]=1. Reported procedure: To the dried resin (0.29 mmol) was added a homogeneous suspension of 6-chloro-2-fluoro-9H-purine (0.50 g, 2.9 mmol) and triphenylphosphine (0.38 g, 1.44 mmol) in 1.75 mL of THF. The RV was cooled to 0° C. (Julabo chiller) and then added, under an atmosphere of N2, 2.0 mL (1.44 mmol) of a 0.72M solution of DEAD (diethyl azodicarboxylate) in THF. The resin mixture was warmed, while agitating, to ambient temperature over 1.5 h and then agitated for an additional 22 h, upon which the RV was drained ...